Dataset: the Open Reaction Database (ORD), a public repository of structured organic reaction records. Task: describe an organic reaction: reactants, conditions, products, and yield Starting materials: FC(C1(OC2=C(N(C1)C1=NC=CC=C1)C=C(C=C2)[N+](=O)[O-])C(F)F)F (2-(2,2-bis(Difluoromethyl)-6-nitro-3,4-dihydro-2H-1,4-benzoxazine-4-yl)pyridine), C([O-])([O-])=O.[K+].[K+] (potassium carbonate), BrC1=NC=CC=C1 (2-bromopyridine), C1COCCOCCOCCOCCOCCO1 (18-crown-6), FC(C1(OC2=C(NC1)C=C(C=C2)[N+](=O)[O-])C(F)F)F (2,2-bis(difluoromethyl)-6-nitro-3,4-dihydro-2H-1,4-benzoxazine). The reagents and catalysts are [Cu] (copper bronze). Run in ClC1=C(C=CC=C1)Cl (1,2-dichlorobenzene), ClCCl (dichloromethane). Run at temperature 170 celsius. Product: FC(C1(OC2=C(N(C1)C1=[N+](C=CC=C1)[O-])C=C(C=C2)[N+](=O)[O-])C(F)F)F (2-(2,2-bis(Difluoromethyl)-6-nitro-3,4-dihydro-2H-1,4-benzoxazine-4-yl)pyridine-N-oxide). RXN SMILES: [F:1][CH:2]([F:25])[C:3]1([CH:22]([F:24])[F:23])[CH2:8][N:7]([C:9]2[CH:14]=[CH:13][CH:12]=[CH:11][N:10]=2)[C:6]2[CH:15]=[C:16]([N+:19]([O-:21])=[O:20])[CH:17]=[CH:18][C:5]=2[O:4]1.FC(F)C1(C(F)F)CNC2C=C([N+]([O-])=O)C=CC=2[O:29]1.C(=O)([O-])[O-].[K+].[K+].BrC1C=CC=CN=1.C1OCCOCCOCCOCCOCCOC1>ClCCl.[Cu].ClC1C=CC=CC=1Cl>[F:25][CH:2]([F:1])[C:3]1([CH:22]([F:24])[F:23])[CH2:8][N:7]([C:9]2[CH:14]=[CH:13][CH:12]=[CH:11][N+:10]=2[O-:29])[C:6]2[CH:15]=[C:16]([N+:19]([O-:21])=[O:20])[CH:17]=[CH:18][C:5]=2[O:4]1 |f:2.3.4|. Reported procedure: 2-(2,2-bis(Difluoromethyl)-6-nitro-3,4-dihydro-2H-1,4-benzoxazine-4-yl)pyridine. The product of step c. (0.81 g) potassium carbonate (1.6 g), copper bronze (0.37 g), 2-bromopyridine (0.83 mL), 18-crown-6 (0.079 g), and 1,2-dichlorobenzene (8 mL) were stirred and heated at 170° C. for six hours. The reaction mixture was cooled, diluted with dichloromethane and chromatographed, eluting with dichloromethane, to give the pyridine as a light amber syrup (0.77 g); NMR: 4.34 (s,2), 6.55 (t,2), 7.07 (m,... Reactants: CN(C)C=O, CS(=O)(=O)OC1CN(C(c2ccccc2)c2ccccc2)C1, CCOC(=O)C1CCCNC1, O. The product is CCOC(=O)C1CCCN(C2CN(C(c3ccccc3)c3ccccc3)C2)C1. As a reaction SMILES: [CH3:34][N:35]([CH3:36])[CH:37]=[O:38].[CH:1]([c:2]1[cH:3][cH:4][cH:5][cH:6][cH:7]1)([c:8]1[cH:9][cH:10][cH:11][cH:12][cH:13]1)[N:14]1[CH2:15][CH:16]([O:18][S:19]([CH3:20])(=[O:21])=[O:22])[CH2:17]1.[NH:23]1[CH2:24][CH:25]([C:26](=[O:27])[O:28][CH2:29][CH3:30])[CH2:31][CH2:32][CH2:33]1.[OH2:39]>>[CH:1]([c:2]1[cH:3][cH:4][cH:5][cH:6][cH:7]1)([c:8]1[cH:9][cH:10][cH:11][cH:12][cH:13]1)[N:14]1[CH2:15][CH:16]([N:23]2[CH2:24][CH:25]([C:26](=[O:27])[O:28][CH2:29][CH3:30])[CH2:31][CH2:32][CH2:33]2)[CH2:17]1. The reactants are ClC=1C(=CC(=NC1)F)C1=CC=C(C=C1)C(F)(F)F (5-chloro-2-fluoro-4-(4-trifluoromethyl-phenyl)-pyridine), NC1=CC=C2C=CC=NC2=C1 (7-aminoquinoline). Procedure: This compound could be prepared by the method described in Example 6(d) from 5-chloro-2-fluoro-4-(4-trifluoromethyl-phenyl)-pyridine and 7-aminoquinoline by microwave in a Smith Synthesizer (Personal Chemistry) at 180° C. for 20 min. The product will be isolated using flash chromatography. The product is ClC=1C(=CC(=NC1)NC1=CC=C2C=CC=NC2=C1)C1=CC=C(C=C1)C(F)(F)F ([5-Chloro-4-(4-trifluoromethyl-phenyl)-pyridin-2-yl]-quinolin-7-yl-amine). Reaction SMILES: [Cl:1][C:2]1[C:3]([C:9]2[CH:14]=[CH:13][C:12]([C:15]([F:18])([F:17])[F:16])=[CH:11][CH:10]=2)=[CH:4][C:5](F)=[N:6][CH:7]=1.[NH2:19][C:20]1[CH:29]=[C:28]2[C:23]([CH:24]=[CH:25][CH:26]=[N:27]2)=[CH:22][CH:21]=1>>[Cl:1][C:2]1[C:3]([C:9]2[CH:14]=[CH:13][C:12]([C:15]([F:18])([F:17])[F:16])=[CH:11][CH:10]=2)=[CH:4][C:5]([NH:19][C:20]2[CH:29]=[C:28]3[C:23]([CH:24]=[CH:25][CH:26]=[N:27]3)=[CH:22][CH:21]=2)=[N:6][CH:7]=1. The reactants are C(C)(C)(C)OC(C[C@@H](C=1C=NC=C(C1)C#CC1=CC=C(C=C1)O)NC(=O)[C@H]1CN(CCC1)C(CCC1CCN(CC1)C(=O)OC(C)(C)C)=O)=O (Tert-butyl 4-{3-[(3R)-3-{[(1S)-3-tert-butoxy-1-{5-[(4-hydroxyphenyl)ethynyl]pyridin-3-yl}-3-oxopropyl]carbamoyl}piperidin-1-yl]-3-oxopropyl}piperidine-1-carboxylate), CN(C=O)C (N,N-dimethylformamide), C([O-])([O-])=O.[Cs+].[Cs+] (cesium carbonate), CC1=CC=C(C=C1)S(=O)(=O)[O-] (4-methylbenzenesulfonate), C([O-])([O-])=O.[Cs+].[Cs+] (Cesium carbonate), CC1=CC=C(C=C1)S(=O)(=O)[O-] (4-methylbenzenesulfonate). The product is C(C)(C)(C)OC(C[C@@H](C=1C=NC=C(C1)C#CC1=CC=C(C=C1)OCCOS(=O)(=O)C1=CC=C(C=C1)C)NC(=O)[C@H]1CN(CCC1)C(CCC1CCN(CC1)C(=O)OC(C)(C)C)=O)=O (tert-butyl 4-{3-[(3R)-3-{[(1S)-3-tert-butoxy-1-(5-{[4-(2-{[(4-methylphenyl)sulfonyl]oxy}ethoxy)phenyl]ethynyl}pyridin-3-yl)-3-oxopropyl]carbamoyl}piperidin-1-yl]-3-oxopropyl}piperidine-1-carboxylate). Reaction SMILES: [C:1]([O:5][C:6](=[O:50])[CH2:7][C@H:8]([NH:24][C:25]([C@@H:27]1[CH2:32][CH2:31][CH2:30][N:29]([C:33](=[O:49])[CH2:34][CH2:35][CH:36]2[CH2:41][CH2:40][N:39]([C:42]([O:44][C:45]([CH3:48])([CH3:47])[CH3:46])=[O:43])[CH2:38][CH2:37]2)[CH2:28]1)=[O:26])[C:9]1[CH:10]=[N:11][CH:12]=[C:13]([C:15]#[C:16][C:17]2[CH:22]=[CH:21][C:20]([OH:23])=[CH:19][CH:18]=2)[CH:14]=1)([CH3:4])([CH3:3])[CH3:2].[C:51](=[O:54])([O-])[O-].[Cs+].[Cs+].[CH3:57][C:58]1[CH:63]=[CH:62][C:61]([S:64]([O-:67])(=O)=[O:65])=[CH:60][CH:59]=1.[CH3:68]N(C)C=O>>[C:1]([O:5][C:6](=[O:50])[CH2:7][C@H:8]([NH:24][C:25]([C@@H:27]1[CH2:32][CH2:31][CH2:30][N:29]([C:33](=[O:49])[CH2:34][CH2:35][CH:36]2[CH2:41][CH2:40][N:39]([C:42]([O:44][C:45]([CH3:48])([CH3:47])[CH3:46])=[O:43])[CH2:38][CH2:37]2)[CH2:28]1)=[O:26])[C:9]1[CH:10]=[N:11][CH:12]=[C:13]([C:15]#[C:16][C:17]2[CH:22]=[CH:21][C:20]([O:23][CH2:68][CH2:51][O:54][S:64]([C:61]3[CH:62]=[CH:63][C:58]([CH3:57])=[CH:59][CH:60]=3)(=[O:67])=[O:65])=[CH:19][CH:18]=2)[CH:14]=1)([CH3:3])([CH3:2])[CH3:4] |f:1.2.3|. Reported procedure: Tert-butyl 4-{3-[(3R)-3-{[(1S)-3-tert-butoxy-1-{5-[(4-hydroxyphenyl)ethynyl]pyridin-3-yl}-3-oxopropyl]carbamoyl}piperidin-1-yl]-3-oxopropyl}piperidine-1-carboxylate (60 mg, 0.09 mmol) was dissolved in N,N-dimethylformamide (10 mL). Cesium carbonate (71 mg, 0.22 mmol) and ethane-1,2-diyl bis(4-methylbenzenesulfonate (48 mg, 0.13 mmol) were added. The mixture was stirred at room temperature for 25 hours while the addition of cesium carbonate (71 mg, 0.22 mmol) and ethane-1,2-diyl bis(4-methylbenze... Starting materials: C(CCCCC(=O)Cl)(=O)Cl (adipoyl chloride), OCCCCCCCCCCCCCCCC(=O)OC(C)OC(CCCCCCCCCCCCCCCO)=O (ethylidene bis(16-hydroxyhexadecanoate)). Run in C(Cl)(Cl)Cl (chloroform), C(Cl)(Cl)Cl (chloroform). Reaction conditions: temperature 50 celsius, time 3 hour. Product: ClC(=O)OCOC(C1=CC=CC=C1)=O (Benzoyloxymethyl chloroformate). The yield is 415.4%. RXN SMILES: C(Cl)(=O)CCCCC([Cl:8])=O.OCCCCCCCCCCCCCCC[C:27]([O:29][CH:30]([O:32][C:33](=[O:50])[CH2:34][CH2:35][CH2:36][CH2:37][CH2:38][CH2:39]CCCCCCCCCO)C)=[O:28]>C(Cl)(Cl)Cl>[Cl:8][C:27]([O:29][CH2:30][O:32][C:33](=[O:50])[C:34]1[CH:35]=[CH:36][CH:37]=[CH:38][CH:39]=1)=[O:28]. Reported procedure: In a three-necked round bottomed flask equipped with a reflux condenser, a glass gas inlet tube and a pressure equalizing dropping funnel was placed freshly distilled adipoyl chloride (2.60 ml, 17.50 mmol) dissolved in absolute chloroform (15 ml). The temperature was raised to ca. 50° C. and under a gentle stream of nitrogen through the solution, a solution of ethylidene bis(16-hydroxyhexadecanoate) (1.0 g, 1.75 mmol) in absolute chloroform (30 ml) was added dropwise and left at this temperature... Starting materials: C(C)(C)OC=1C=CC(=C(C(=O)OC(C)C)C1)[N+](=O)[O-] (5-isopropoxy-2-nitrobenzoic acid, isopropyl ester), [OH-].[Na+] (sodium hydroxide). Run in C(C)O (ethanol). Conditions: time 16 hour. The product is C(C)(C)OC1=CC=C(C(C(=O)O)=C1)N (5-isopropoxy-anthranilic acid). RXN SMILES: [CH:1]([O:4][C:5]1[CH:6]=[CH:7][C:8]([N+:17]([O-])=O)=[C:9]([CH:16]=1)[C:10]([O:12]C(C)C)=[O:11])([CH3:3])[CH3:2].[OH-].[Na+]>C(O)C>[CH:1]([O:4][C:5]1[CH:16]=[C:9]([C:10]([OH:12])=[O:11])[C:8]([NH2:17])=[CH:7][CH:6]=1)([CH3:3])[CH3:2] |f:1.2|. Procedure: 74.0 G. of 5-isopropoxy-2-nitrobenzoic acid, isopropyl ester was dissolved in 650 ml. of ethanol and 145 ml. of 4 N sodium hydroxide solution. This solution was allowed to stir at room temperature for 16 hours. The reaction mixture was diluted with 2.0 l. of water and washed three times with 1 l. of dichloromethane. The aqueous layer was then acidified to pH<2 with concentrated hydrochloric acid and extracted three times with 1.0 l. of ether. The combined ether extracts were washed with 1.0 l. o...